From a dataset of the Open Reaction Database (ORD), a public repository of structured organic reaction records. describe an organic reaction: reactants, conditions, products, and yield Starting materials: C(C)(C)(C)OC(=O)N1CCN(CC1)C1=CC=C(C=C1)C=1N=NN(N1)C (4-[4-(2-Methyl-2H-tetrazol-5-yl)-phenyl]-piperazine-1-carboxylic acid tert-butyl ester), Cl (hydrochloric acid). Run in O1CCOCC1 (dioxane). The product is Cl.CN1N=C(N=N1)C1=CC=C(C=C1)N1CCNCC1 (1-[4-(2-Methyl-2H-tetrazol-5-yl)-phenyl]-piperazine hydrochloride). RXN SMILES: C(OC([N:8]1[CH2:13][CH2:12][N:11]([C:14]2[CH:19]=[CH:18][C:17]([C:20]3[N:21]=[N:22][N:23]([CH3:25])[N:24]=3)=[CH:16][CH:15]=2)[CH2:10][CH2:9]1)=O)(C)(C)C.[ClH:26]>O1CCOCC1>[ClH:26].[CH3:25][N:23]1[N:22]=[N:21][C:20]([C:17]2[CH:16]=[CH:15][C:14]([N:11]3[CH2:12][CH2:13][NH:8][CH2:9][CH2:10]3)=[CH:19][CH:18]=2)=[N:24]1 |f:3.4|. Procedure details: Prepared in analogy to example 4.4(b) from 4-[4-(2-Methyl-2H-tetrazol-5-yl)-phenyl]-piperazine-1-carboxylic acid tert-butyl ester and hydrochloric acid in dioxane. MS (m/e): 245.1 (MH+, 100%) Starting materials: anhydride, Cl.N[C@H](C=CC(=O)OCC)CCC1=CC=CC=C1 (ethyl (S)-4-amino-6-phenyl-2-hexenoate hydrochloride), N1(CCOCC1)C(=O)N[C@@H](CC1=CC=CC=C1)C(=O)O (Morpholinecarbonylphenylalanine), Cl (HCl), CN1CCOCC1 (4-methylmorpholine), ClC(=O)OCC(C)C (isobutyl chloroformate), CN1CCOCC1 (4-methylmorpholine). Solvent: CN(C)C=O (DMF), C1CCOC1 (THF). Run at time 1 hour. Yields the product C(=O)(OC(C)(C)C)N[C@@H](CCC1=CC=CC=C1)C=O (Boc-homophenylalaninal). Yield: 80.0%. RXN SMILES: N1(C(N[C@H](C(O)=O)[CH2:11][C:12]2[CH:17]=CC=C[CH:13]=2)=O)CCOCC1.CN1CC[O:25]CC1.Cl[C:29]([O:31]CC(C)C)=[O:30].Cl.[NH2:37][C@@H:38]([CH2:46][CH2:47][C:48]1[CH:53]=[CH:52][CH:51]=[CH:50][CH:49]=1)[CH:39]=CC(OCC)=O.Cl>C1COCC1.CN(C=O)C>[C:29]([NH:37][C@H:38]([CH:39]=[O:25])[CH2:46][CH2:47][C:48]1[CH:49]=[CH:50][CH:51]=[CH:52][CH:53]=1)([O:31][C:12]([CH3:11])([CH3:13])[CH3:17])=[O:30] |f:3.4|. Procedure: Morpholinecarbonylphenylalanine (2.74 g, 9.82 mmol, prepared according to the method described in Esser, R. et.al., Arthritis & Rheumatism (1994), 0000) was dissolved in THF (50 mL) at −10° C. 4-methylmorpholine (1.08 mL, 9.82 mmol) was added, followed by isobutyl chloroformate (1.27 mL, 9.82 mmol). The mixed anhydride was stirred for 10 minutes, whereupon a solution of ethyl (S)-4-amino-6-phenyl-2-hexenoate hydrochloride from the previous step in DMF (10 mL) was added, followed by 4-methylmorph... The reactants are FC(C=1C=C(C=CC1[N+](=O)[O-])N1C(NC(C1=N)(C)C)=O)(F)F (1-(3'-trifluoromethyl-4'-nitrophenyl)-4,4-dimethyl-5-imino-imidazoline-2-one), O (water), O (water). Conditions: temperature 20 celsius. Product: FC(C=1C=C(C=CC1[N+](=O)[O-])N1C(NC(C1=O)(C)C)=O)(F)F (1-(3'-trifluoromethyl-4'-nitrophenyl)-4,4-dimethyl-imidazoline-2,5-dione). Reaction SMILES: [F:1][C:2]([F:22])([F:21])[C:3]1[CH:4]=[C:5]([N:12]2[C:16](=N)[C:15]([CH3:19])([CH3:18])[NH:14][C:13]2=[O:20])[CH:6]=[CH:7][C:8]=1[N+:9]([O-:11])=[O:10].[OH2:23]>>[F:1][C:2]([F:22])([F:21])[C:3]1[CH:4]=[C:5]([N:12]2[C:16](=[O:23])[C:15]([CH3:19])([CH3:18])[NH:14][C:13]2=[O:20])[CH:6]=[CH:7][C:8]=1[N+:9]([O-:11])=[O:10]. Reported procedure: A suspension of 10 g of 1-(3'-trifluoromethyl-4'-nitrophenyl)-4,4-dimethyl-5-imino-imidazoline-2-one, 35 ml of 22° Be aqueous hydrochloric acid and 35 ml of water was refluxed for an hour, cooled to 20° C and poured into water. The mixture was vacuum filtered and the recovered precipitate was washed and dried to obtain 9.5 g of 1-(3'-trifluoromethyl-4'-nitrophenyl)-4,4-dimethyl-imidazoline-2,5-dione melting at 149° C. A microanalytical sample after crystallization from ethanol melted at 149° C. Yields the product OC=1C=CC2=C(CCC3=CC(NN=C23)=O)C1 (5,6-dihydro-8-hydroxybenzo[h]cinnolin-3[2H]-one). Reported procedure: In a manner similar to that given in Preparation 3, 6-hydroxy-1-tetralone was treated with glyoxylic acid monohydrate and hydrazine hydrate to give 5,6-dihydro-8-hydroxybenzo[h]cinnolin-3[2H]-one (m.p. 300°, from dimethylformamide/ethanol); ν(Nujol mull) 3400-2000, 1652, 1594, and 1582cm-1 ; δ(DMSO-d6) 2.77 (4H,s,5,6-H2), 6.65 (2H,m, 4,7-H), 6.74 (1H,m,9-H), 7.73 (1H,d,10-H), 9.93 (1H,d(br),OH), 12.7 (1H,d(br)NH). The reactants are OC=1C=C2CCCC(C2=CC1)=O (6-hydroxy-1-tetralone), O.C(C=O)(=O)O (glyoxylic acid monohydrate), O.NN (hydrazine hydrate). Reaction SMILES: [OH:1][C:2]1[CH:3]=[C:4]2[C:9](=[CH:10][CH:11]=1)[C:8](=O)[CH2:7][CH2:6][CH2:5]2.O.[C:14]([OH:18])(=O)[CH:15]=O.O.[NH2:20][NH2:21]>>[OH:1][C:2]1[CH:11]=[CH:10][C:9]2[C:8]3[C:7](=[CH:15][C:14](=[O:18])[NH:20][N:21]=3)[CH2:6][CH2:5][C:4]=2[CH:3]=1 |f:1.2,3.4|. Reactants: FC=1C=CC(=C(C1)B(O)O)OC (5-fluoro-2-methoxyphenylboronic acid), BrC1=C(C=CC(=C1)C)OC (2-bromo-4-methylanisole), COB(OC)OC (trimethylborate). Run in hexanes. The product is COC1=C(C=C(C=C1)C)B(O)O (2-methoxy-5-methylphenylboronic acid). Yield: 96.0%. RXN SMILES: F[C:2]1[CH:3]=[CH:4][C:5]([O:11][CH3:12])=[C:6]([B:8]([OH:10])[OH:9])[CH:7]=1.Br[C:14]1C=C(C)C=CC=1OC.COB(OC)OC>>[CH3:12][O:11][C:5]1[CH:4]=[CH:3][C:2]([CH3:14])=[CH:7][C:6]=1[B:8]([OH:10])[OH:9]. Procedure details: This compound was prepared in a manner similar to that of 5-fluoro-2-methoxyphenylboronic acid (EXAMPLE 107) from 2-bromo-4-methylanisole (2.00 g, 9.94 mmol), n-BuLl (2.5M in hexanes; 4.00 mL, 10 mmol), and trimethylborate (3.4 mL, 30 mmol) to afford 1.60 g (96%) of 2-methoxy-5-methylphenylboronic acid which was used without further purification. Reactants: S1CCC(CC1)=O (tetrahydrothiopyran-4-one), C([O-])([O-])=O.[K+].[K+] (potassium carbonate), FC=1C=C(C=CC1)N1[Si](CC[Si]1(C)C)(C)C (1-(3-fluorophenyl)-2,2,5,5-tetramethyl-1-aza-2,5-disilacyclopentane), C(C)(CC)[Li] (sec-butyllithium). The solvent is O1CCCC1 (tetrahydrofuran), O1CCCC1 (tetrahydrofuran). Run at time 2 hour. Product: FC=1C=C(C=CC1C1(CCSCC1)O)N (3-fluoro-4-[4-(hydroxy)tetrahydrothiopyran-4-yl]benzenamine). As a reaction SMILES: [F:1][C:2]1[CH:3]=[C:4]([N:8]2[Si](C)(C)CC[Si]2(C)C)[CH:5]=[CH:6][CH:7]=1.C([Li])(CC)C.[S:22]1[CH2:27][CH2:26][C:25](=[O:28])[CH2:24][CH2:23]1.C(=O)([O-])[O-].[K+].[K+]>O1CCCC1>[F:1][C:2]1[CH:3]=[C:4]([NH2:8])[CH:5]=[CH:6][C:7]=1[C:25]1([OH:28])[CH2:26][CH2:27][S:22][CH2:23][CH2:24]1 |f:3.4.5|. Procedure details: A mixture of 1-(3-fluorophenyl)-2,2,5,5-tetramethyl-1-aza-2,5-disilacyclopentane (14.56 g, 57.4 mmol) in dry tetrahydrofuran (230 mL) at −78° under nitrogen is treated with sec-butyllithium (1.3 M in cyclohexane, 48.6 mL, 63.1 mmol) dropwise over 5 mins, and the resulting mixture is stirred at -780 for 2 hrs. The mixture is then treated with a solution of tetrahydrothiopyran-4-one (7.00 g, 60.3 mmol) in dry tetrahydrofuran (60 mL) dropwise over 10 mins and is stirred for 3.5 hrs, during which th... Yields the product C#CC(O)c1c(-c2occc2C)nn2c(Cl)cccc12. As a reaction SMILES: [Br-:19].[C:20](#[CH:21])[Mg+:22].[Cl:1][c:2]1[cH:3][cH:4][cH:5][c:6]2[n:7]1[n:8][c:9](-[c:13]1[o:14][cH:15][cH:16][c:17]1[CH3:18])[c:10]2[CH:11]=[O:12].[O:24]1[CH2:25][CH2:26][CH2:27][CH2:28]1.[OH2:23]>>[Cl:1][c:2]1[cH:3][cH:4][cH:5][c:6]2[n:7]1[n:8][c:9](-[c:13]1[o:14][cH:15][cH:16][c:17]1[CH3:18])[c:10]2[CH:11]([OH:12])[C:20]#[CH:21]. Starting materials: [Br-], C#C[Mg+], Cc1ccoc1-c1nn2c(Cl)cccc2c1C=O, C1CCOC1, O.